This data is from the Open Reaction Database (ORD), a public repository of structured organic reaction records. The task is: describe an organic reaction: reactants, conditions, products, and yield Starting materials: C(C=CCC=C)P(OCC)(=O)OCC (diethyl 2,5-hexadienephosphonate), C(C1=CC=CC=C1)Br (benzyl bromide), CI (methyl iodide), C(C=CC)P(OCC)(=O)OCC (diethyl 2-butenephosphonate). The product is CC(C=CCC=C)P(OCC)(=O)OCC (diethyl 1-methyl-2,5-hexadienephosphonate). Isolated yield 92.7%. Reaction SMILES: [CH2:1]([P:7]([O:12][CH2:13][CH3:14])(=[O:11])[O:8][CH2:9][CH3:10])[CH:2]=[CH:3][CH2:4][CH:5]=[CH2:6].CI.[CH2:17](P(OCC)(=O)OCC)C=CC.C(Br)C1C=CC=CC=1>>[CH3:17][CH:1]([P:7]([O:8][CH2:9][CH3:10])(=[O:11])[O:12][CH2:13][CH3:14])[CH:2]=[CH:3][CH2:4][CH:5]=[CH2:6]. Procedure details: The same procedure as in Example A-1 was repeated except that 2.18 g of diethyl 2,5-hexadienephosphonate and 1.42g of methyl iodide were used instead of 1.92 g of the diethyl 2-butenephosphonate and 1.7 g of the benzyl bromide respectively. Vacuum distillation of the reaction mixture afforded 2.15 g of diethyl 1-methyl-2,5-hexadienephosphonate having a boiling point of 102° C. (3 mmHg) in yield of 93%. The reactants are [Cl-].[Al+3].[Cl-].[Cl-] (aluminum chloride), ClC1=CC(=C(C=C1)F)Cl (1,3-dichloro4-fluorobenzene), [Cl-].[Al+3].[Cl-].[Cl-] (aluminum chloride), C(C)(=O)OC(C)=O (acetic anhydride). Run in Cl (hydrochloric acid). Run at temperature 120 celsius. Product: CC(=O)C1=CC(=C(C=C1Cl)Cl)F (2,4-Dichloro-5-fluoroacetophenone). Reaction SMILES: [Cl:1][C:2]1[CH:7]=[CH:6][C:5]([F:8])=[C:4]([Cl:9])[CH:3]=1.[Cl-].[Al+3].[Cl-].[Cl-].[C:14](OC(=O)C)(=[O:16])[CH3:15]>Cl>[CH3:15][C:14]([C:7]1[C:2]([Cl:1])=[CH:3][C:4]([Cl:9])=[C:5]([F:8])[CH:6]=1)=[O:16] |f:1.2.3.4|. Procedure details: To a warm solution of 1,3-dichloro4-fluorobenzene at 70° C. (175.0 gm), anhydrous aluminum chloride was added in small portion with stirring (260.0 g). Then acetic anhydride was added in small portion with stirring (125 mL) followed by an additional amount of aluminum chloride (159.0 g). The temperature was slowly raised to 120° C. with stirring for 25 hours. The thick reaction mixture was cooled and poured into 400 cc of concentrated hydrochloric acid containing ice. The oil was extracted with ... The reactants are COC=1C=C(C=CC1)CCCO (3-(3-methoxyphenyl)propan-1-ol), C1(=CC=CC=C1)P(C1=CC=CC=C1)C1=CC=CC=C1 (triphenylphosphine), N1C=NC=C1 (imidazole), II (iodine). Run in C(C)#N (acetonitrile), C(C)OCC (diethyl ether). Conditions: time 45 minute. The product is COC=1C=C(C=CC1)CCCI (3-(3-Methoxyphenyl)propyl iodide). The yield is 84.9%. As a reaction SMILES: [CH3:1][O:2][C:3]1[CH:4]=[C:5]([CH2:9][CH2:10][CH2:11]O)[CH:6]=[CH:7][CH:8]=1.C1(P(C2C=CC=CC=2)C2C=CC=CC=2)C=CC=CC=1.N1C=CN=C1.[I:37]I>C(#N)C.C(OCC)C>[CH3:1][O:2][C:3]1[CH:4]=[C:5]([CH2:9][CH2:10][CH2:11][I:37])[CH:6]=[CH:7][CH:8]=1. Procedure details: A magnetically stirred solution of 3-(3-methoxyphenyl)propan-1-ol (62.48 g, 375.9 mmol), triphenylphosphine (128.6 g, 490.4 mmol), and imidazole (35.53 g, 516.7 mmol) in anhydrous acetonitrile (300 mL) / anhydrous diethyl ether (600 mL) at 5° C. was treated portion wise with iodine (136.20 g, 536.6 mmol). The yellow suspension turned orange with the last addition. The suspension was stirred 45 min, filtered, the cake washed with fresh diethyl ether (300 mL), the combined filtrate was concentrate...